Task: describe an organic reaction: reactants, conditions, products, and yield. Dataset: the Open Reaction Database (ORD), a public repository of structured organic reaction records The reactants are CC1(C)CCc2c(N)cccc21, Cc1ccccc1, [Cl-], Cn1nc(C(F)(F)F)c(C(=O)O)c1Cl, O, c1ccncc1. The product is Cn1nc(C(F)(F)F)c(C(=O)Nc2cccc3c2CCC3(C)C)c1Cl. Reaction SMILES: [CH3:1][C:2]1([CH3:12])[CH2:3][CH2:4][c:5]2[c:6]([NH2:11])[cH:7][cH:8][cH:9][c:10]21.[CH3:35][c:36]1[cH:37][cH:38][cH:39][cH:40][cH:41]1.[Cl-:19].[Cl:20][c:21]1[c:22]([C:31](=[O:32])[OH:33])[c:23]([C:27]([F:28])([F:29])[F:30])[n:24][n:25]1[CH3:26].[OH2:34].[cH:13]1[cH:14][cH:15][n:16][cH:17][cH:18]1>>[CH3:1][C:2]1([CH3:12])[CH2:3][CH2:4][c:5]2[c:6]([NH:11][C:31]([c:22]3[c:21]([Cl:20])[n:25]([CH3:26])[n:24][c:23]3[C:27]([F:28])([F:29])[F:30])=[O:32])[cH:7][cH:8][cH:9][c:10]21. Reactants: resultant mixture, 1,1,1-Tris-(acetoxy)-1,1-dihydro-1,2-benziodoxol-3-(1H)-one, CC(C(=O)NC1=CC=C2CC(COC2=C1C(=O)OC)O)(C)C (methyl 7-(2,2-dimethylpropionylamino)-3-hydroxychroman-8-carboxylate), CC(C(=O)NC1=CC=C2CC(COC2=C1C(=O)OC)O)(C)C (methyl 7-(2,2-dimethylpropionylamino)-3-hydroxychroman-8-carboxylate). Run in C(Cl)Cl (DCM). Product: CC(C(=O)NC1=CC=C2CC(COC2=C1C(=O)OC)=O)(C)C (methyl 7-(2,2-dimethylpropionylamino)-3-oxochroman-8-carboxylate). Isolated yield 66.7%. RXN SMILES: [CH3:1][C:2]([CH3:22])([CH3:21])[C:3]([NH:5][C:6]1[C:15]([C:16]([O:18][CH3:19])=[O:17])=[C:14]2[C:9]([CH2:10][CH:11]([OH:20])[CH2:12][O:13]2)=[CH:8][CH:7]=1)=[O:4]>C(Cl)Cl>[CH3:1][C:2]([CH3:22])([CH3:21])[C:3]([NH:5][C:6]1[C:15]([C:16]([O:18][CH3:19])=[O:17])=[C:14]2[C:9]([CH2:10][C:11](=[O:20])[CH2:12][O:13]2)=[CH:8][CH:7]=1)=[O:4]. Reported procedure: 1,1,1-Tris-(acetoxy)-1,1-dihydro-1,2-benziodoxol-3-(1H)-one (Dess Martin periodinane, 5.65 g) was added to a stirred solution of methyl 7-(2,2-dimethylpropionylamino)-3-hydroxychroman-8-carboxylate (Intermediate 11, 3.41 g) in DCM (50 mL) and the resultant mixture was stirred at room temperature for 5 hours. The resulting solution was washed with a 10% solution of sodium thiosulphate in saturated sodium bicarbonate solution, dried (Na2SO4) and filtered. The filtrate was evaporated in vacuo and t... Reactants: NC1=NC(=CC(=N1)Cl)CCl (2-amino-4-chloro-6-chloromethylpyrimidine), C(C=C)NCC=C (diallylamine). The product is NC1=NC(=CC(=N1)CCl)N(CC=C)CC=C (2-amino-4-chloromethyl-6-diallylaminopyrimidine). RXN SMILES: [NH2:1][C:2]1[N:7]=[C:6](Cl)[CH:5]=[C:4]([CH2:9][Cl:10])[N:3]=1.[CH2:11]([NH:14][CH2:15][CH:16]=[CH2:17])[CH:12]=[CH2:13]>>[NH2:1][C:2]1[N:3]=[C:4]([CH2:9][Cl:10])[CH:5]=[C:6]([N:14]([CH2:15][CH:16]=[CH2:17])[CH2:11][CH:12]=[CH2:13])[N:7]=1. Procedure: 3.56 Parts of 2-amino-4-chloro-6-chloromethylpyrimidine and 3.9 parts of diallylamine were reacted together according to the method of Example 15 to give 2-amino-4-chloromethyl-6-diallylaminopyrimidine m.p. 53°-55° C. Starting materials: CCOC(C1=CC=C(C=C1)C=O)OCC (terephthalaldehyde mono(diethyl acetal)), solution, FC(F)(F)[Si](C)(C)C ((trifluoromethyl)trimethylsilane), [F-].C(CCC)[N+](CCCC)(CCCC)CCCC (tetrabutylammonium fluoride). Solvent: O1CCCC1 (tetrahydrofuran), O1CCCC1 (tetrahydrofuran). Yields the product C(C)OC(C1=CC=C(C=C1)C(C(F)(F)F)O)OCC (1-diethoxymethyl-4-(2,2,2-trifluoro-1-hydroxyethyl)benzene). Isolated yield 77.9%. Reaction SMILES: [CH3:1][CH2:2][O:3][CH:4]([O:13][CH2:14][CH3:15])[C:5]1[CH:10]=[CH:9][C:8]([CH:11]=[O:12])=[CH:7][CH:6]=1.[F:16][C:17]([Si](C)(C)C)([F:19])[F:18].[F-].C([N+](CCCC)(CCCC)CCCC)CCC>O1CCCC1>[CH2:14]([O:13][CH:4]([O:3][CH2:2][CH3:1])[C:5]1[CH:10]=[CH:9][C:8]([CH:11]([OH:12])[C:17]([F:19])([F:18])[F:16])=[CH:7][CH:6]=1)[CH3:15] |f:2.3|. Procedure details: According to Step 2 of Reference Example 8-17, by use of terephthalaldehyde mono(diethyl acetal) (796 μL, 4.00 mol), (trifluoromethyl)trimethylsilane (709 μL, 4.80 mmol), tetrabutylammonium fluoride (a 1.0 mol/L solution in tetrahydrofuran, 4.40 mL, 4.40 mmol) and tetrahydrofuran (10 mL), the mixture was stirred and reacted at room temperature for 2.5 hours. Then, purification by silica gel column chromatography (hexane/ethyl acetate=4/1) was performed to give 1-diethoxymethyl-4-(2,2,2-trifluoro... The reactants are CC(CC(/C=C/I)O)(CCC)C (5,5-dimethyl-1-iodo-trans-1-octen-3-ol), C1(=CC=CC=C1)C(C1=CC=CC=C1)(C1=CC=CC=C1)Br (triphenylmethyl bromide). Product: CC(CC(/C=C/I)OC(C1=CC=CC=C1)(C1=CC=CC=C1)C1=CC=CC=C1)(CCC)C (5,5-dimethyl-1-iodo-3-triphenylmethoxy-trans-1-octene). Reaction SMILES: [CH3:1][C:2]([CH3:12])([CH2:9][CH2:10][CH3:11])[CH2:3][CH:4]([OH:8])/[CH:5]=[CH:6]/[I:7].[C:13]1([C:19](Br)([C:26]2[CH:31]=[CH:30][CH:29]=[CH:28][CH:27]=2)[C:20]2[CH:25]=[CH:24][CH:23]=[CH:22][CH:21]=2)[CH:18]=[CH:17][CH:16]=[CH:15][CH:14]=1>>[CH3:1][C:2]([CH3:12])([CH2:9][CH2:10][CH3:11])[CH2:3][CH:4]([O:8][C:19]([C:13]1[CH:18]=[CH:17][CH:16]=[CH:15][CH:14]=1)([C:26]1[CH:27]=[CH:28][CH:29]=[CH:30][CH:31]=1)[C:20]1[CH:21]=[CH:22][CH:23]=[CH:24][CH:25]=1)/[CH:5]=[CH:6]/[I:7]. Reported procedure: Treatment of 6.0 g. of 5,5-dimethyl-1-iodo-trans-1-octen-3-ol (Example 1000) with 6.9 g. of triphenylmethyl bromide in 30 ml. of pyridine and purification on Florisil®, all as described in Example 728 gives the title compound. Procedure details: 200 mg of H-Arg-Arg-Pro-Phe-His-Sta-Ile-His-Lys(Boc)-OMe (Example 6) are dissolved in 1 ml of 95% strength TFA, left to stand for 25 minutes and then precipitation is effected by the addition of 10 ml of diisopropyl ether. The precipitate is filtered off, dried, dissolved in 4 ml of H2O and, in order to be converted into the acetate, the solution is slowly filtered through a column (φ=1 cm, length=12 cm) of weakly basic ion exchanger in acetate form. The eluate is concentrated to a small volume ... The reactants are N[C@@H](CCCNC(N)=N)C(=O)N[C@@H](CCCNC(N)=N)C(=O)N1[C@H](C(=O)N[C@@H](CC2=CC=CC=C2)C(=O)N[C@@H](CC2=CNC=N2)C(=O)N[C@@H](CC(C)C)[C@@H](O)CC(=O)N[C@@H]([C@@H](C)CC)C(=O)N[C@@H](CC2=CNC=N2)C(=O)N[C@@H](CCCCNC(=O)OC(C)(C)C)C(=O)OC)CCC1 (H-Arg-Arg-Pro-Phe-His-Sta-Ile-His-Lys(Boc)-OMe). Run at time 25 minute. Reaction SMILES: [NH2:1][C@H:2]([C:10]([NH:12][C@H:13]([C:21]([N:23]1[CH2:97][CH2:96][CH2:95][C@H:24]1[C:25]([NH:27][C@H:28]([C:36]([NH:38][C@H:39]([C:46]([NH:48][C@H:49]([C@H:54]([CH2:56][C:57]([NH:59][C@H:60]([C:65]([NH:67][C@H:68]([C:75]([NH:77][C@H:78]([C:91]([O:93][CH3:94])=[O:92])[CH2:79][CH2:80][CH2:81][CH2:82][NH:83]C(OC(C)(C)C)=O)=[O:76])[CH2:69][C:70]1[N:74]=[CH:73][NH:72][CH:71]=1)=[O:66])[C@H:61]([CH2:63][CH3:64])[CH3:62])=[O:58])[OH:55])[CH2:50][CH:51]([CH3:53])[CH3:52])=[O:47])[CH2:40][C:41]1[N:45]=[CH:44][NH:43][CH:42]=1)=[O:37])[CH2:29][C:30]1[CH:35]=[CH:34][CH:33]=[CH:32][CH:31]=1)=[O:26])=[O:22])[CH2:14][CH2:15][CH2:16][NH:17][C:18](=[NH:20])[NH2:19])=[O:11])[CH2:3][CH2:4][CH2:5][NH:6][C:7](=[NH:9])[NH2:8]>C(O)(C(F)(F)F)=O>[NH2:1][C@H:2]([C:10]([NH:12][C@H:13]([C:21]([N:23]1[CH2:97][CH2:96][CH2:95][C@H:24]1[C:25]([NH:27][C@H:28]([C:36]([NH:38][C@H:39]([C:46]([NH:48][C@H:49]([C@H:54]([CH2:56][C:57]([NH:59][C@H:60]([C:65]([NH:67][C@H:68]([C:75]([NH:77][C@H:78]([C:91]([O:93][CH3:94])=[O:92])[CH2:79][CH2:80][CH2:81][CH2:82][NH2:83])=[O:76])[CH2:69][C:70]1[N:74]=[CH:73][NH:72][CH:71]=1)=[O:66])[C@H:61]([CH2:63][CH3:64])[CH3:62])=[O:58])[OH:55])[CH2:50][CH:51]([CH3:53])[CH3:52])=[O:47])[CH2:40][C:41]1[N:45]=[CH:44][NH:43][CH:42]=1)=[O:37])[CH2:29][C:30]1[CH:35]=[CH:34][CH:33]=[CH:32][CH:31]=1)=[O:26])=[O:22])[CH2:14][CH2:15][CH2:16][NH:17][C:18](=[NH:19])[NH2:20])=[O:11])[CH2:3][CH2:4][CH2:5][NH:6][C:7](=[NH:8])[NH2:9]. The product is N[C@@H](CCCNC(N)=N)C(=O)N[C@@H](CCCNC(N)=N)C(=O)N1[C@H](C(=O)N[C@@H](CC2=CC=CC=C2)C(=O)N[C@@H](CC2=CNC=N2)C(=O)N[C@@H](CC(C)C)[C@@H](O)CC(=O)N[C@@H]([C@@H](C)CC)C(=O)N[C@@H](CC2=CNC=N2)C(=O)N[C@@H](CCCCN)C(=O)OC)CCC1 (H-Arg-Arg-Pro-Phe-His-Sta-Ile-His-Lys-OMe). Run in C(=O)(C(F)(F)F)O (TFA).